From a dataset of the Open Reaction Database (ORD), a public repository of structured organic reaction records. describe an organic reaction: reactants, conditions, products, and yield The reactants are [OH-].[K+] (potassium hydroxide), Cl.C1(CC1)CN ((cyclopropylmethyl)amine hydrochloride), ClC=1C=CC2=C(C(=NCC=3N2C(=NN3)CCl)C3=C(C=CC=C3F)F)C1 (8-chloro-1-(chloromethyl)-6-(2,6-difluorophenyl)-4H-s-triazolo[4,3-a][1,4]-benzodiazepine), [I-].[K+] (potassium iodide). Solvent: O1CCCC1 (tetrahydrofuran). Product: ClC=1C=CC2=C(C(=NCC=3N2C(=NN3)CNCC3CC3)C3=C(C=CC=C3F)F)C1 (8-chloro-1-[[(cyclopropylmethyl)amino]methyl]-6-(2,6-difluorophenyl)-4H-s-triazolo[4,3-a][1,4]benzodiazepine). RXN SMILES: [OH-].[K+].Cl.[CH:4]1([CH2:7][NH2:8])[CH2:6][CH2:5]1.[Cl:9][C:10]1[CH:11]=[CH:12][C:13]2[N:19]3[C:20]([CH2:23]Cl)=[N:21][N:22]=[C:18]3[CH2:17][N:16]=[C:15]([C:25]3[C:30]([F:31])=[CH:29][CH:28]=[CH:27][C:26]=3[F:32])[C:14]=2[CH:33]=1.[I-].[K+]>O1CCCC1>[Cl:9][C:10]1[CH:11]=[CH:12][C:13]2[N:19]3[C:20]([CH2:23][NH:8][CH2:7][CH:4]4[CH2:6][CH2:5]4)=[N:21][N:22]=[C:18]3[CH2:17][N:16]=[C:15]([C:25]3[C:26]([F:32])=[CH:27][CH:28]=[CH:29][C:30]=3[F:31])[C:14]=2[CH:33]=1 |f:0.1,2.3,5.6|. Reported procedure: In the manner given in Example 3, a solution of potassium hydroxide and (cyclopropylmethyl)amine hydrochloride is treated with a solution of 8-chloro-1-(chloromethyl)-6-(2,6-difluorophenyl)-4H-s-triazolo[4,3-a][1,4]-benzodiazepine and potassium iodide in tetrahydrofuran to give 8-chloro-1-[[(cyclopropylmethyl)amino]methyl]-6-(2,6-difluorophenyl)-4H-s-triazolo[4,3-a][1,4]benzodiazepine. Reactants: [N+](=O)([O-])C1=C2C=CNC2=CC=C1 (4-nitro-1H-indole), C(=O)([O-])[O-].[K+].[K+] (K2CO3), BrCC(=O)OC (methyl 2-bromoacetate). The solvent is CN(C)C=O (DMF). Conditions: temperature 100 celsius, time 30 minute. Product: [N+](=O)([O-])C1=C2C=CN(C2=CC=C1)CC(=O)OC (methyl 2-(4-nitro-1H-indol-1-yl)acetate). As a reaction SMILES: [N+:1]([C:4]1[CH:12]=[CH:11][CH:10]=[C:9]2[C:5]=1[CH:6]=[CH:7][NH:8]2)([O-:3])=[O:2].C([O-])([O-])=O.[K+].[K+].Br[CH2:20][C:21]([O:23][CH3:24])=[O:22]>CN(C=O)C>[N+:1]([C:4]1[CH:12]=[CH:11][CH:10]=[C:9]2[C:5]=1[CH:6]=[CH:7][N:8]2[CH2:20][C:21]([O:23][CH3:24])=[O:22])([O-:3])=[O:2] |f:1.2.3|. Reported procedure: To a solution of 4-nitro-1H-indole (500 mg, 3.08 mmol) in DMF (10 ml), K2CO3 (511 mg, 3.70 mmol) and methyl 2-bromoacetate (343 μl, 3.70 mmol) were added, and the mixture was stirred at 100° C. under MW irradiation for 30 minutes. The insoluble inorganic salts was filtered off, and the solvent was evaporated, recovering crude desired methyl 2-(4-nitro-1H-indol-1-yl)acetate which was used in the next step without further purification (810 mg). MS/ESI+ 235.1 [MH]+. The reactants are BrCCOCc1ccccc1, C1CCOC1, [Li]CCCC, CCCCCC, O=S(=O)(c1ccccc1)C1C=CCCC1. Product: O=S(=O)(c1ccccc1)C1(CCOCc2ccccc2)C=CCCC1. Reaction SMILES: [Br:27][CH2:28][CH2:29][O:30][CH2:31][c:32]1[cH:33][cH:34][cH:35][cH:36][cH:37]1.[CH2:38]1[O:39][CH2:40][CH2:41][CH2:42]1.[CH3:16][CH2:17][CH2:18][CH2:19][Li:20].[CH3:21][CH2:22][CH2:23][CH2:24][CH2:25][CH3:26].[CH:1]1([S:7](=[O:8])(=[O:9])[c:10]2[cH:11][cH:12][cH:13][cH:14][cH:15]2)[CH:2]=[CH:3][CH2:4][CH2:5][CH2:6]1>>[C:1]1([S:7](=[O:8])(=[O:9])[c:10]2[cH:11][cH:12][cH:13][cH:14][cH:15]2)([CH2:28][CH2:29][O:30][CH2:31][c:32]2[cH:33][cH:34][cH:35][cH:36][cH:37]2)[CH:2]=[CH:3][CH2:4][CH2:5][CH2:6]1. Starting materials: C([O-])([O-])=O.CC1(CC=CC=C1)[PH3+].CC1(CC=CC=C1)[PH3+] (1-methylphenylphosphanium carbonate), Cl(=O)(=O)(=O)[O-] (perchlorate). The solvent is O (water). Product: C1(=CC=CC=C1)P (1-phenylphosphane), Cl(=O)(=O)(=O)[O-].C[PH3+] (methylphosphanium perchlorate). Reaction SMILES: C(=O)([O-])[O-].C[C:6]1([PH3+:12])[CH:11]=[CH:10][CH:9]=[CH:8][CH2:7]1.C[C:14]1([PH3+:20])C=CC=CC1.[Cl:21]([O-:25])(=[O:24])(=[O:23])=[O:22]>O>[C:6]1([PH2:12])[CH:11]=[CH:10][CH:9]=[CH:8][CH:7]=1.[Cl:21]([O-:25])(=[O:24])(=[O:23])=[O:22].[CH3:14][PH3+:20] |f:0.1.2,6.7|. Procedure details: By following the same procedure as the 2nd step of Example 12 except that 10.0 g of 1-methylphenylphosphanium carbonate, 6.9 g of 60% perchlorate, and 10.0 g of water were used, 10.9 g (94.8% of the theoretical yield, yield of 67.6% to 1-phenylphosphane) of methylphosphanium perchlorate was obtained. The reactants are O=S1(CCN(CC1)CCN[C@]12[C@@H]([C@H]3CC[C@@H]4[C@]5(CC[C@@H](C([C@@H]5CC[C@]4([C@@]3(CC1)C)C)(C)C)C1=CC=C(C(=O)O)C=C1)C)[C@@H](CC2)C(C)C)=O (4-((1S,3aS,5aR,5bR,7aS,9S,11aS,11bR,13aR,13bR)-3a-((2-(1,1-dioxidothiomorpholino)ethyl)amino)-1-isopropyl-5a,5b,8,8,11a-pentamethylicosahydro-1H-cyclopenta[a]chrysen-9-yl)benzoic acid), ClCCN1CCOCC1 (4-(2-chloroethyl)morpholine). The product is C(C)(C)[C@@H]1CC[C@]2([C@H]1[C@H]1CC[C@@H]3[C@]4(CC[C@@H](C([C@@H]4CC[C@]3([C@@]1(CC2)C)C)(C)C)C2=CC=C(C(=O)O)C=C2)C)NCCN2CCOCC2 (4-((1S,3aS,5aR,5bR,7aS,9S,11aS,11bR,13aR,13bR)-1-isopropyl-5a,5b,8,8,11a-pentamethyl-3a-((2-morpholinoethyl)amino)icosahydro-1H-cyclopenta[a]chrysen-9-yl)benzoic acid), oil. The yield is 39.0%. Reaction SMILES: O=S1(=O)[CH2:7][CH2:6][N:5]([CH2:8][CH2:9][NH:10][C@:11]23[CH2:45][CH2:44][C@@H:43]([CH:46]([CH3:48])[CH3:47])[C@@H:12]2[C@@H:13]2[C@@:26]([CH3:29])([CH2:27][CH2:28]3)[C@@:25]3([CH3:30])[C@@H:16]([C@:17]4([CH3:42])[C@@H:22]([CH2:23][CH2:24]3)[C:21]([CH3:32])([CH3:31])[C@@H:20]([C:33]3[CH:41]=[CH:40][C:36]([C:37]([OH:39])=[O:38])=[CH:35][CH:34]=3)[CH2:19][CH2:18]4)[CH2:15][CH2:14]2)[CH2:4][CH2:3]1.ClCCN1CC[O:56]CC1>>[CH:46]([C@H:43]1[C@@H:12]2[C@@H:13]3[C@@:26]([CH3:29])([CH2:27][CH2:28][C@@:11]2([NH:10][CH2:9][CH2:8][N:5]2[CH2:4][CH2:3][O:56][CH2:7][CH2:6]2)[CH2:45][CH2:44]1)[C@@:25]1([CH3:30])[C@@H:16]([C@:17]2([CH3:42])[C@@H:22]([CH2:23][CH2:24]1)[C:21]([CH3:31])([CH3:32])[C@@H:20]([C:33]1[CH:34]=[CH:35][C:36]([C:37]([OH:39])=[O:38])=[CH:40][CH:41]=1)[CH2:19][CH2:18]2)[CH2:15][CH2:14]3)([CH3:47])[CH3:48]. Reported procedure: The title compound was prepared following the method described above for the synthesis of 4-((1S,3aS,5aR,5bR,7aS,9S,11aS,11bR,13aR,13bR)-3a-((2-(1,1-dioxidothiomorpholino)ethyl)amino)-1-isopropyl-5a,5b,8,8,11a-pentamethylicosahydro-1H-cyclopenta[a]chrysen-9-yl)benzoic acid using 4-(2-chloroethyl)morpholine as the alkylating reagent in Step 3. The product was isolated as a colorless oil (4 mg, 39%). LCMS: m/e 647.58 (M+H)+, 2.35 min (method 11). 1H NMR (500 MHz, Acetic) δ 8.02 (d, J=8.2 Hz, 2H), ... The reactants are C(C)(C)(C)C=1C=C(C=CC1)NC(C1=CN=C(C=C1)N1CCNCC1)=O (N-(3-tert-butyl-phenyl)-6-piperazin-1-yl-nicotinamide), BrC1=CC=C(C=C1)CC(=O)O (4-bromo phenyl acetic acid), C(C)(C)(C)C=1C=C(C=CC1)NC(=O)C1=CC(=C(C=C1)N1CCN(CC1)C1=CC=C(C(=O)O)C=C1)F (4-{4-[4-(3-tert-butyl-phenylcarbamoyl)-2-fluoro-phenyl]-piperazin-1-yl}-benzoic acid). The product is C(C)(C)(C)C=1C=C(C=CC1)NC(=O)C=1C=CC(=NC1)N1CCN(CC1)C1=CC=C(C=C1)CC(=O)O ((4-{4-[5-(3-tert-Butyl-phenylcarbamoyl)-pyridin-2-yl]-piperazin-1-yl}-phenyl)-acetic acid). As a reaction SMILES: [C:1]([C:5]1[CH:6]=[C:7]([NH:11][C:12](=[O:25])[C:13]2[CH:18]=[CH:17][C:16]([N:19]3[CH2:24][CH2:23][NH:22][CH2:21][CH2:20]3)=[N:15][CH:14]=2)[CH:8]=[CH:9][CH:10]=1)([CH3:4])([CH3:3])[CH3:2].Br[C:27]1[CH:32]=[CH:31][C:30]([CH2:33][C:34]([OH:36])=[O:35])=[CH:29][CH:28]=1.C(C1C=C(NC(C2C=CC(N3CCN(C4C=CC(C(O)=O)=CC=4)CC3)=C(F)C=2)=O)C=CC=1)(C)(C)C>>[C:1]([C:5]1[CH:6]=[C:7]([NH:11][C:12]([C:13]2[CH:18]=[CH:17][C:16]([N:19]3[CH2:24][CH2:23][N:22]([C:27]4[CH:32]=[CH:31][C:30]([CH2:33][C:34]([OH:36])=[O:35])=[CH:29][CH:28]=4)[CH2:21][CH2:20]3)=[N:15][CH:14]=2)=[O:25])[CH:8]=[CH:9][CH:10]=1)([CH3:4])([CH3:2])[CH3:3]. Reported procedure: (4-{4-[5-(3-tert-Butyl-phenylcarbamoyl)-pyridin-2-yl]-piperazin-1-yl}-phenyl)-acetic acid was synthesized from N-(3-tert-butyl-phenyl)-6-piperazin-1-yl-nicotinamide and 4-bromo phenyl acetic acid in a manner similar to the one described in the synthesis of 4-{4-[4-(3-tert-butyl-phenylcarbamoyl)-2-fluoro-phenyl]-piperazin-1-yl}-benzoic acid above. LCMS calcd for C28H32N4O3 (m/e) 472, obsd 473 (M+H).